From a dataset of the Open Reaction Database (ORD), a public repository of structured organic reaction records. describe an organic reaction: reactants, conditions, products, and yield The reactants are BrC1=NC=C(C=C1N(S(=O)(=O)C1=CC=C(C=C1)C(C)(C)C)COC)Cl (N-(2-Bromo-5-chloro-pyridin-3-yl)-4-tert-butyl-N-methoxymethyl-benzenesulfonamide), resultant solution, COC=1C=C(C(=O)N(C)OC)C=CC1 (3,N-dimethoxy-N-methyl-benzamide), ice, Cl (HCl), O1CCOCC1 (dioxane). Run in CCOC(=O)C (EtOAc), O (H2O). Reaction conditions: time 90 minute. The product is C(C)(C)(C)C1=CC=C(C=C1)S(=O)(=O)NC=1C(=NC=C(C1)Cl)C(C1=CC(=CC=C1)OC)=O (4-tert-Butyl-N-[5-chloro-2-(3-methoxy-benzoyl)-pyridin-3-yl]-benzenesulfonamide). As a reaction SMILES: Br[C:2]1[C:7]([N:8](COC)[S:9]([C:12]2[CH:17]=[CH:16][C:15]([C:18]([CH3:21])([CH3:20])[CH3:19])=[CH:14][CH:13]=2)(=[O:11])=[O:10])=[CH:6][C:5]([Cl:25])=[CH:4][N:3]=1.[CH3:26][O:27][C:28]1[CH:29]=[C:30]([CH:37]=[CH:38][CH:39]=1)[C:31](N(OC)C)=[O:32].Cl.O1CCOCC1>O.CCOC(C)=O>[C:18]([C:15]1[CH:14]=[CH:13][C:12]([S:9]([NH:8][C:7]2[C:2]([C:31](=[O:32])[C:30]3[CH:37]=[CH:38][CH:39]=[C:28]([O:27][CH3:26])[CH:29]=3)=[N:3][CH:4]=[C:5]([Cl:25])[CH:6]=2)(=[O:11])=[O:10])=[CH:17][CH:16]=1)([CH3:20])([CH3:19])[CH3:21]. Procedure: N-(2-Bromo-5-chloro-pyridin-3-yl)-4-tert-butyl-N-methoxymethyl-benzenesulfonamide (140 mg, 300 mmol) was placed in a dry 2-neck 10 mL round-bottom flask. The flask was evacuated and purged with nitrogen, followed by the addition of THF (1 mL). The homogeneous mixture was lowered to −5° C. and iPrMgCl (0.33 mL, 2.0 M) was added dropwise. Upon completion of the addition, the reaction was stirred 90 minutes, followed by the slow addition of 3,N-dimethoxy-N-methyl-benzamide (146 mg, 750 mmol). The r... Starting materials: BrC1=C(C=CC=C1)S (2-bromobenzenethiol), C([O-])([O-])=O.[Cs+].[Cs+] (cesium carbonate), C(C)(C)(C)OC(=O)N1CCC(CC1)OS(=O)(=O)C (4-methanesulfonyloxy-piperidine-1-carboxylic acid tert-butyl ester). Solvent: O (water), CN(C)C=O (DMF). Run at temperature 80 celsius. The product is C(C)(C)(C)OC(=O)N1CCC(CC1)SC1=C(C=CC=C1)Br (4-(2-bromo-phenylsulfanyl)-piperidine-1-carboxylic acid tert-butyl ester). Yield: 98.0%. As a reaction SMILES: [Br:1][C:2]1[CH:7]=[CH:6][CH:5]=[CH:4][C:3]=1[SH:8].C(=O)([O-])[O-].[Cs+].[Cs+].[C:15]([O:19][C:20]([N:22]1[CH2:27][CH2:26][CH:25](OS(C)(=O)=O)[CH2:24][CH2:23]1)=[O:21])([CH3:18])([CH3:17])[CH3:16]>CN(C=O)C.O>[C:15]([O:19][C:20]([N:22]1[CH2:27][CH2:26][CH:25]([S:8][C:3]2[CH:4]=[CH:5][CH:6]=[CH:7][C:2]=2[Br:1])[CH2:24][CH2:23]1)=[O:21])([CH3:18])([CH3:16])[CH3:17] |f:1.2.3|. Procedure details: To a stirred solution of 2-bromobenzenethiol (1.0 g, 0.00529 mole) in DMF (10 mL) was added cesium carbonate (2.063 g, 0.0063 mole) followed by 4-methanesulfonyloxy-piperidine-1-carboxylic acid tert-butyl ester (1.478 g, 0.00529 mole). The reaction mixture was heated at 80° C. overnight. The mixture was then diluted with water and the product was extracted with ethyl acetate. The ethyl acetate layer was washed brine solution, dried over sodium sulfate and concentrated under reduced pressure. The... Reactants: CC1(OCC(O1)CO)C (solketal), C(CCCCCCCCCCCCCCC)(=O)O (palmitic acid). Yields the product C(CCCCCCCCCCCCCCC)(=O)OCC(O)CO (1-palmitoylglycerol). Reaction SMILES: CC1(C)[O:6][CH:5]([CH2:7]O)[CH2:4][O:3]1.[C:10]([OH:27])(=[O:26])[CH2:11][CH2:12][CH2:13][CH2:14][CH2:15][CH2:16][CH2:17][CH2:18][CH2:19][CH2:20][CH2:21][CH2:22][CH2:23][CH2:24][CH3:25]>>[C:10]([O:27][CH2:7][CH:5]([CH2:4][OH:3])[OH:6])(=[O:26])[CH2:11][CH2:12][CH2:13][CH2:14][CH2:15][CH2:16][CH2:17][CH2:18][CH2:19][CH2:20][CH2:21][CH2:22][CH2:23][CH2:24][CH3:25]. Procedure: This compound was synthesized according to the procedure described hereinabove (example 2a) starting from solketal and palmitic acid. The reactants are [Si](C)(C)(C(C)(C)C)OCC(CN1C(C=2C(C1=O)=CC=CC2)=O)N(S(=O)(=O)C2=CC=C(C=C2)OC2=CC=CC=C2)C ((±)-1-(tert-Butyldimethylsilyloxymethyl)-N-methyl-N-(4-phenoxybenzene-sulfonyl)-2-phthalimidoethylamine), solution, [F-] (fluoride), [Si](C)(C)(C(C)(C)C)OCC(CN1C(C=2C(C1=O)=CC=CC2)=O)N(S(=O)(=O)C2=CC=C(C=C2)OC2=CC=CC=C2)C ((±)-1-(tert-butyldimethylsilyloxymethyl)-N-methyl-N-(4-phenoxybenzenesulfonyl)-2-phthalimidoethylamine). Solvent: O1CCCC1 (tetrahydrofuran), O1CCCC1 (tetrahydrofuran). Yields the product OCC(CN1C(C=2C(C1=O)=CC=CC2)=O)N(S(=O)(=O)C2=CC=C(C=C2)OC2=CC=CC=C2)C ((±)-1-Hydroxymethyl-N-methyl-N-(4-phenoxybenzenesulfonyl)-2-phthalimidoethylamine). The yield is 28.6%. As a reaction SMILES: [F-].[Si]([O:9][CH2:10][CH:11]([N:24]([CH3:41])[S:25]([C:28]1[CH:33]=[CH:32][C:31]([O:34][C:35]2[CH:40]=[CH:39][CH:38]=[CH:37][CH:36]=2)=[CH:30][CH:29]=1)(=[O:27])=[O:26])[CH2:12][N:13]1[C:17](=[O:18])[C:16]2=[CH:19][CH:20]=[CH:21][CH:22]=[C:15]2[C:14]1=[O:23])(C(C)(C)C)(C)C>O1CCCC1>[OH:9][CH2:10][CH:11]([N:24]([CH3:41])[S:25]([C:28]1[CH:29]=[CH:30][C:31]([O:34][C:35]2[CH:40]=[CH:39][CH:38]=[CH:37][CH:36]=2)=[CH:32][CH:33]=1)(=[O:26])=[O:27])[CH2:12][N:13]1[C:17](=[O:18])[C:16]2=[CH:19][CH:20]=[CH:21][CH:22]=[C:15]2[C:14]1=[O:23]. Reported procedure: After addition of 1M solution of tetrabutylanimonium fluoride (19.11 ml, 19.11 mmol) in tetrahydrofuran to a solution of (±)-1-(tert-butyldimethylsilyloxymethyl)-N-methyl-N-(4-phenoxybenzenesulfonyl)-2-phthalimidoethylamine (7.40 g, 12.74 mmol), the product of (4) above, in tetrahydrofuran (50 ml), the mixture was stirred at room temperature for 1 hour. The solvent of the reaction mixture was evaporated under reduced pressure. To the resulting residue, water was added and this was extracted with... Starting materials: C(C1=CC=CC=C1)N(C)CC1=C(SC=2N(C(N(C(C21)=O)C2=CC=CC=C2)=O)CC2=C(C=CC=C2F)F)C2=CC=C(C=C2)NC(=O)NOC (N-(4-(5-((benzyl(methyl)amino)methyl)-1-(2,6-difluorobenzyl)-1,2,3,4-tetrahydro-2,4-dioxo-3-phenylthieno[2,3-d]pyrimidin-6-yl)phenyl)-N′-methoxyurea), ClC(=O)[O-] (chloroformate). Solvent: C1CCOC1 (THF), C([O-])(O)=O.[Na+] (sodium bicarbonate). Conditions: time 2.5 hour. The product is ClCC1=C(SC=2N(C(N(C(C21)=O)C2=CC=CC=C2)=O)CC2=C(C=CC=C2F)F)C2=CC=C(C=C2)NC(=O)NOC (N-(4-(5-chloromethyl-1-(2,6-difluorobenzyl)-1,2,3,4-tetrahydro-2,4-dioxo-3-phenylthieno[2,3-d]pyrimidin-6-yl)phenyl)-N′-methoxyurea). RXN SMILES: C(N([CH2:10][C:11]1[C:19]2[C:18](=[O:20])[N:17]([C:21]3[CH:26]=[CH:25][CH:24]=[CH:23][CH:22]=3)[C:16](=[O:27])[N:15]([CH2:28][C:29]3[C:34]([F:35])=[CH:33][CH:32]=[CH:31][C:30]=3[F:36])[C:14]=2[S:13][C:12]=1[C:37]1[CH:42]=[CH:41][C:40]([NH:43][C:44]([NH:46][O:47][CH3:48])=[O:45])=[CH:39][CH:38]=1)C)C1C=CC=CC=1.[Cl:49]C([O-])=O>C1COCC1.C(=O)(O)[O-].[Na+]>[Cl:49][CH2:10][C:11]1[C:19]2[C:18](=[O:20])[N:17]([C:21]3[CH:26]=[CH:25][CH:24]=[CH:23][CH:22]=3)[C:16](=[O:27])[N:15]([CH2:28][C:29]3[C:34]([F:35])=[CH:33][CH:32]=[CH:31][C:30]=3[F:36])[C:14]=2[S:13][C:12]=1[C:37]1[CH:42]=[CH:41][C:40]([NH:43][C:44]([NH:46][O:47][CH3:48])=[O:45])=[CH:39][CH:38]=1 |f:3.4|. Reported procedure: Into a solution of N-(4-(5-((benzyl(methyl)amino)methyl)-1-(2,6-difluorobenzyl)-1,2,3,4-tetrahydro-2,4-dioxo-3-phenylthieno[2,3-d]pyrimidin-6-yl)phenyl)-N′-methoxyurea (7.7 g, 11.53 mmol) in THF (200 ml) which was cooled with a dry ice-acetone bath was added α-choloroethyl chloroformate (1.7 ml, 11.64 mmol). The temperature of the mixture was elevated up to room temperature, and the mixture was stirred for 2.5 hours. The reaction mixture was diluted with saturated aqueous solution of sodium bica... Reactants: C(C(=O)OCC)(=O)OCC (diethyl oxalate), C[Si](CCCC(=O)OCC)(C)C1=CC=CC=C1 (ethyl 5-methyl-5-phenyl-5-silahexanoate), Cl (hydrochloric acid). The solvent is O1CCCC1 (tetrahydrofuran). Product: O=C(C(=O)OCC)C(C(=O)OCC)CC[Si](C)(C1=CC=CC=C1)C (diethyl 2-oxo-3-(3-methyl-3-phenyl-3-silabutyl)succinate). Yield: 92.2%. RXN SMILES: [C:1]([O:8][CH2:9][CH3:10])(=[O:7])[C:2]([O:4]CC)=O.[CH3:11][Si:12]([C:22]1[CH:27]=[CH:26][CH:25]=[CH:24][CH:23]=1)([CH3:21])[CH2:13][CH2:14][CH2:15][C:16]([O:18][CH2:19][CH3:20])=[O:17].Cl>O1CCCC1>[O:4]=[C:2]([CH:15]([CH2:14][CH2:13][Si:12]([CH3:21])([C:22]1[CH:27]=[CH:26][CH:25]=[CH:24][CH:23]=1)[CH3:11])[C:16]([O:18][CH2:19][CH3:20])=[O:17])[C:1]([O:8][CH2:9][CH3:10])=[O:7]. Procedure details: In a flask under a nitrogen atmosphere were placed 1.7 g (0.075 mole) metallic sodium and 75 mL of absolute ethanol. When all of the sodium had reacted, the remaining ethanol was evaporated, leaving solid sodium ethoxide. To this solid were added successively 100 mL of dry tetrahydrofuran, 11.0 g (0.075 mole) of diethyl oxalate, and 12.95 g (0.0517 mole) of ethyl 5-methyl-5-phenyl-5-silahexanoate. This mixture was heated at reflux for one hour after which it was cooled to ambient temperature bef... The reactants are O=S1(NC2N(C3=C1C=C(C=C3)OC=3C=C(C=CC3)P(OCC)(OCC)=O)CCC2)=O (Diethyl 3-[(5,5-dioxido-2,3,3a,4-tetrahydro-1H-pyrrolo[2,1-c][1,2,4]benzothiadiazin-7-yl)oxy]phenylphosphonate), Br[Si](C)(C)C (bromotrimethylsilane). Run in C(C)#N (Acetonitrile). Conditions: time 30 minute. The product is O=S1(NC2N(C3=C1C=C(C=C3)OC=3C=C(C=CC3)P(O)(O)=O)CCC2)=O (3-[(5,5-Dioxido-2,3,3a,4-tetrahydro-1H-pyrrolo[2,1-c][1,2,4]benzothiadiazin-7-yl)oxy]phenylphosphonic acid). Reaction SMILES: [O:1]=[S:2]1(=[O:30])[C:7]2[CH:8]=[C:9]([O:12][C:13]3[CH:14]=[C:15]([P:19](=[O:26])([O:23]CC)[O:20]CC)[CH:16]=[CH:17][CH:18]=3)[CH:10]=[CH:11][C:6]=2[N:5]2[CH2:27][CH2:28][CH2:29][CH:4]2[NH:3]1.Br[Si](C)(C)C>C(#N)C>[O:30]=[S:2]1(=[O:1])[C:7]2[CH:8]=[C:9]([O:12][C:13]3[CH:14]=[C:15]([P:19](=[O:20])([OH:26])[OH:23])[CH:16]=[CH:17][CH:18]=3)[CH:10]=[CH:11][C:6]=2[N:5]2[CH2:27][CH2:28][CH2:29][CH:4]2[NH:3]1. Procedure: Acetonitrile (20 ml), 0.66 mmol of the product of Example 52 and 1.98 mmol of bromotrimethylsilane are stirred at reflux for 1 h. The solvent and the excess of reagent are evaporated off in vacuo and the residue is taken up in solution in 10 ml of methanol. After stirring for 30 min., the solution is evaporated to dryness and the residue is taken up in 1N HCl. A gum is obtained which is crystallised by adding a small amount of CH2Cl2. The expected product is recovered by filtration.